describe an organic reaction: reactants, conditions, products, and yield From a dataset of the Open Reaction Database (ORD), a public repository of structured organic reaction records. Starting materials: C(C)OC(=O)C=1C=NC2=C(C=CC=C2C1Cl)[N+](=O)[O-] (8-nitro-4-chloro-quinoline-3-carboxylic acid ethyl ester), C(CCC)N (butylamine). Yields the product C(C)OC(=O)C=1C=NC2=C(C=CC=C2C1NCCCC)N (8-Amino-4-butylamino-quinoline-3-carboxylic acid ethyl ester). Yield: 78.0%. Reaction SMILES: [CH2:1]([O:3][C:4]([C:6]1[CH:7]=[N:8][C:9]2[C:14]([C:15]=1Cl)=[CH:13][CH:12]=[CH:11][C:10]=2[N+:17]([O-])=O)=[O:5])[CH3:2].[CH2:20]([NH2:24])[CH2:21][CH2:22][CH3:23]>>[CH2:1]([O:3][C:4]([C:6]1[CH:7]=[N:8][C:9]2[C:14]([C:15]=1[NH:24][CH2:20][CH2:21][CH2:22][CH3:23])=[CH:13][CH:12]=[CH:11][C:10]=2[NH2:17])=[O:5])[CH3:2]. Procedure details: The compound prepared in Example 3 was reacted with butylamine according to the method as described in Example 4 and the obtained compound was treated as described in Example 14 to prepare the title compound (yield 78%). Reactants: OCCC#CC1=CC=C(S1)C=1SC=CC1 (5-(4-hydroxy-1-butynyl)-2,2'-bithiophene), CC1=CC=C(C=C1)S(=O)(=O)Cl (p-tosyl chloride). Run in N1=CC=CC=C1 (pyridine). Run at time 8 hour. Product: 5-(4-tosyloxy-1-butynyl)-2,2,'-bithiophene, ClCCC#CC1=CC=C(S1)C=1SC=CC1 (5-(4-chloro-1-butynyl)-2,2'-bithiophene). Isolated yield 16.2%. Reaction SMILES: O[CH2:2][CH2:3][C:4]#[C:5][C:6]1[S:10][C:9]([C:11]2[S:12][CH:13]=[CH:14][CH:15]=2)=[CH:8][CH:7]=1.CC1C=CC(S([Cl:26])(=O)=O)=CC=1>N1C=CC=CC=1>[Cl:26][CH2:2][CH2:3][C:4]#[C:5][C:6]1[S:10][C:9]([C:11]2[S:12][CH:13]=[CH:14][CH:15]=2)=[CH:8][CH:7]=1. Procedure details: 8.48 g of 5-(4-hydroxy-1-butynyl)-2,2'-bithiophene was dissolved in 100 ml of pyridine. 16 g of p-tosyl chloride was added in under nitrogen gas atmosphere. After stirred overnight, the pyridine was evaporated under reduced pressure. The reside was extracted with ethyl acetate (100 ml) twice, filtered, washed with water (100 ml) twice, HCl solution twice (5%, 100 ml) and water (100 ml) twice again. The organic layer dried over anhydrous magnesium sulfate was filtered and the solvent thereof was ... Yields the product C(C)(C)(C)OC(NCC1CCN(CC1)CC1(CCOCC1)O)=O (tert-Butyl({1-[(4-hydroxytetrahydro-2H-pyran-4-yl)methyl]piperidin-4-yl}methyl)carbamate). The solvent is CO (methanol). Reported procedure: To a stirred solution of tert-butyl(piperidin-4-ylmethyl)carbamate (22.3 g, 104 mmol) in methanol was added 1,6-dioxaspiro[2.5]octane (14.2 g, 124 mmol, Satyamurthy, Nagichettiar et al., Phosphorus Sulfur, 1984, 19, 113) at ambient temperature. The reactants are C(C)(C)(C)OC(NCC1CCNCC1)=O (tert-butyl(piperidin-4-ylmethyl)carbamate), O1CC12CCOCC2 (1,6-dioxaspiro[2.5]octane). RXN SMILES: [C:1]([O:5][C:6](=[O:15])[NH:7][CH2:8][CH:9]1[CH2:14][CH2:13][NH:12][CH2:11][CH2:10]1)([CH3:4])([CH3:3])[CH3:2].[O:16]1[C:18]2([CH2:23][CH2:22][O:21][CH2:20][CH2:19]2)[CH2:17]1>CO>[C:1]([O:5][C:6](=[O:15])[NH:7][CH2:8][CH:9]1[CH2:10][CH2:11][N:12]([CH2:17][C:18]2([OH:16])[CH2:23][CH2:22][O:21][CH2:20][CH2:19]2)[CH2:13][CH2:14]1)([CH3:4])([CH3:2])[CH3:3]. Starting materials: CN(C)C=O, [H-], [Na+], Cc1ccc(S(=O)(=O)OCCC(C)c2cccc(OCc3ccccc3)c2)cc1, O, Oc1ccccc1. The product is CC(CCOc1ccccc1)c1cccc(OCc2ccccc2)c1. Reaction SMILES: [CH3:39][N:40]([CH3:41])[CH:42]=[O:43].[H-:8].[Na+:9].[O:10]([S:11]([c:12]1[cH:13][cH:14][c:15]([CH3:16])[cH:17][cH:18]1)(=[O:19])=[O:20])[CH2:21][CH2:22][CH:23]([CH3:24])[c:25]1[cH:26][c:27]([O:31][CH2:32][c:33]2[cH:34][cH:35][cH:36][cH:37][cH:38]2)[cH:28][cH:29][cH:30]1.[OH2:44].[OH:1][c:2]1[cH:3][cH:4][cH:5][cH:6][cH:7]1>>[c:2]1([O:10][CH2:21][CH2:22][CH:23]([CH3:24])[c:25]2[cH:26][c:27]([O:31][CH2:32][c:33]3[cH:34][cH:35][cH:36][cH:37][cH:38]3)[cH:28][cH:29][cH:30]2)[cH:3][cH:4][cH:5][cH:6][cH:7]1. Starting materials: CCOC(C)=O, O=[N+]([O-])c1ccc(SC2CCCCC2)nc1, [Cl-], [Fe], [NH4+], O. Yields the product Nc1ccc(SC2CCCCC2)nc1. RXN SMILES: [CH3:19][CH2:20][O:21][C:22](=[O:23])[CH3:24].[CH:1]1([S:7][c:8]2[n:9][cH:10][c:11]([N+:14]([O-:15])=[O:16])[cH:12][cH:13]2)[CH2:2][CH2:3][CH2:4][CH2:5][CH2:6]1.[Cl-:17].[Fe:25].[NH4+:18].[OH2:26]>>[CH:1]1([S:7][c:8]2[n:9][cH:10][c:11]([NH2:14])[cH:12][cH:13]2)[CH2:2][CH2:3][CH2:4][CH2:5][CH2:6]1. The reactants are C(C1=CC=CC=C1)N1C(=O)CCC2=C(C=CC=C12)O (1-benzyl-5-hydroxy-3,4-dihydrocarbostyril), C1C(O1)CO (glycidol), [OH-].[K+] (potassium hydroxide). The solvent is CO (methanol). The product is C(C1=CC=CC=C1)N1C(=O)CCC2=C(C=CC=C12)OCC(CO)O (1-benzyl-5-(2,3-dihydroxy)propoxy-3,4-dihydrocarbostyril). Isolated yield 43.3%. Reaction SMILES: [OH-].[K+].[CH2:3]([N:10]1[C:20]2[C:15](=[C:16]([OH:21])[CH:17]=[CH:18][CH:19]=2)[CH2:14][CH2:13][C:11]1=[O:12])[C:4]1[CH:9]=[CH:8][CH:7]=[CH:6][CH:5]=1.[CH2:22]1[O:24][CH:23]1[CH2:25][OH:26]>CO>[CH2:3]([N:10]1[C:20]2[C:15](=[C:16]([O:21][CH2:22][CH:23]([OH:24])[CH2:25][OH:26])[CH:17]=[CH:18][CH:19]=2)[CH2:14][CH2:13][C:11]1=[O:12])[C:4]1[CH:5]=[CH:6][CH:7]=[CH:8][CH:9]=1 |f:0.1|. Reported procedure: 0.7 g of potassium hydroxide was dissolved in 30 ml of methanol, and 2.5 g of 1-benzyl-5-hydroxy-3,4-dihydrocarbostyril and 0.9 g of glycidol were added to the resulting solution followed by refluxing the mixture for 4 hours. After the mixture was concentrated to dryness, the residue was extracted with 50 ml of chloroform, and the extract was washed with a 5% aqueous potassium hydroxide and then water and then dried over anhydrous sodium sulfate. The chloroform was then removed by distillation a... The reactants are NC1=C(C(=NC2=CC=CC(=C12)OC[C@H](C)N)C)C(=O)OCC ((S)-ethyl 4-amino-5-(2-aminopropoxy)-2-methylquinoline-3-carboxylate), OCCCOC1=C(C=C(C(=O)O)C=C1)OC (4-(3-hydroxypropoxy)-3-methoxybenzoic acid). Product: NC1=C(C(=NC2=CC=CC(=C12)OC[C@H](C)NC(C1=CC(=C(C=C1)OCCCO)OC)=O)C)C(=O)OCC ((S)-ethyl 4-amino-5-(2-(4-(3-hydroxypropoxy)-3-methoxybenzamido)propoxy)-2-methylquinoline-3-carboxylate). RXN SMILES: [NH2:1][C:2]1[C:11]2[C:6](=[CH:7][CH:8]=[CH:9][C:10]=2[O:12][CH2:13][C@@H:14]([NH2:16])[CH3:15])[N:5]=[C:4]([CH3:17])[C:3]=1[C:18]([O:20][CH2:21][CH3:22])=[O:19].[OH:23][CH2:24][CH2:25][CH2:26][O:27][C:28]1[CH:36]=[CH:35][C:31]([C:32](O)=[O:33])=[CH:30][C:29]=1[O:37][CH3:38]>>[NH2:1][C:2]1[C:11]2[C:6](=[CH:7][CH:8]=[CH:9][C:10]=2[O:12][CH2:13][C@@H:14]([NH:16][C:32](=[O:33])[C:31]2[CH:35]=[CH:36][C:28]([O:27][CH2:26][CH2:25][CH2:24][OH:23])=[C:29]([O:37][CH3:38])[CH:30]=2)[CH3:15])[N:5]=[C:4]([CH3:17])[C:3]=1[C:18]([O:20][CH2:21][CH3:22])=[O:19]. Procedure: Prepared as in Example 24a from (S)-ethyl 4-amino-5-(2-aminopropoxy)-2-methyl-quinoline-3-carboxylate (Example 26b) and 4-(3-hydroxypropoxy)-3-methoxybenzoic acid (Baraldi, P. G. et al. J. Med. Chem. 1999, 42, 5131.) as a brown solid. MS 512 (MH+).